Dataset: the Open Reaction Database (ORD), a public repository of structured organic reaction records. Task: describe an organic reaction: reactants, conditions, products, and yield Reactants: c1ccc2c(c1)OCO2, CN(C=O)c1ccccc1, O=C(Cl)Cl, O. Yields the product O=Cc1ccc2c(c1)OCO2. RXN SMILES: [CH2:1]1[O:2][c:3]2[c:4]([cH:5][cH:6][cH:7][cH:8]2)[O:9]1.[CH3:10][N:11]([c:12]1[cH:13][cH:14][cH:15][cH:16][cH:17]1)[CH:18]=[O:19].[Cl:20][C:21](=[O:22])[Cl:23].[OH2:24]>>[CH2:1]1[O:2][c:3]2[c:4]([cH:5][c:6]([CH:18]=[O:19])[cH:7][cH:8]2)[O:9]1. The reactants are COC(C=C)=O (acrylic acid methyl ester), NCCC1C(OC2=CC=C(C=C2C1)F)(C)C (3-(2-aminoethyl)-2,2-dimethyl-6-fluoro-chroman). The solvent is CO (methanol), CO (methanol). The product is CC1(OC2=CC=C(C=C2CC1CCNCCC(=O)OC)F)C (N-[2-(2,2-dimethyl-6-fluoro-chroman-3-yl)-ethyl]-N-(2-methoxycarbonylethyl)-amine). As a reaction SMILES: [CH3:1][O:2][C:3](=[O:6])[CH:4]=[CH2:5].[NH2:7][CH2:8][CH2:9][CH:10]1[CH2:19][C:18]2[C:13](=[CH:14][CH:15]=[C:16]([F:20])[CH:17]=2)[O:12][C:11]1([CH3:22])[CH3:21]>CO>[CH3:21][C:11]1([CH3:22])[CH:10]([CH2:9][CH2:8][NH:7][CH2:5][CH2:4][C:3]([O:2][CH3:1])=[O:6])[CH2:19][C:18]2[C:13](=[CH:14][CH:15]=[C:16]([F:20])[CH:17]=2)[O:12]1. Procedure: While stirring at a temperature of from 0° to 5°, a solution of 0.86 g (9.9 mmol) of acrylic acid methyl ester in 10 ml of methanol is added dropwise within a period of 15 minutes to a solution of 2.23 g (10 mmol) of 3-(2-aminoethyl)-2,2-dimethyl-6-fluoro-chroman in 50 ml of methanol. The reaction mixture is then stirred for 16 hours at from 0° to 5° and then concentrated by evaporation in vacuo. The oily residue is chromatographed on 200 g of silica gel (0.040-0.063 mm) with ethyl acetate as el... Starting materials: O=C1N(C(C2=CC=CC=C12)=O)CCN1C(C(=C(C2=NC=C(C=C12)CC1=CC=C(C=C1)F)O)C(=O)OCC)=O (ethyl 1-[2-(1,3-dioxo-1,3-dihydro-2H-isoindol-2-yl)ethyl]-7-[(4-fluorophenyl)methyl]-4-hydroxy-2-oxo-1,2-dihydro-1,5-naphthyridine-3-carboxylate), C(O)CN (Ethanolamine). Solvent: CCO (EtOH). Yields the product O=C1N(C(C2=CC=CC=C12)=O)CCN1C(C(=C(C2=NC=C(C=C12)CC1=CC=C(C=C1)F)O)C(=O)NCCO)=O (1-[2-(1,3-dioxo-1,3-dihydro-2H-isoindol-2-yl)ethyl]-7-[(4-fluorophenyl)methyl]-4-hydroxy-N-(2-hydroxyethyl)-2-oxo-1,2-dihydro-1,5-naphthyridine-3-carboxamide). Reaction SMILES: [O:1]=[C:2]1[C:10]2[C:5](=[CH:6][CH:7]=[CH:8][CH:9]=2)[C:4](=[O:11])[N:3]1[CH2:12][CH2:13][N:14]1[C:23]2[C:18](=[N:19][CH:20]=[C:21]([CH2:24][C:25]3[CH:30]=[CH:29][C:28]([F:31])=[CH:27][CH:26]=3)[CH:22]=2)[C:17]([OH:32])=[C:16]([C:33](OCC)=[O:34])[C:15]1=[O:38].[CH2:39]([CH2:41][NH2:42])[OH:40]>CCO>[O:11]=[C:4]1[C:5]2[C:10](=[CH:9][CH:8]=[CH:7][CH:6]=2)[C:2](=[O:1])[N:3]1[CH2:12][CH2:13][N:14]1[C:23]2[C:18](=[N:19][CH:20]=[C:21]([CH2:24][C:25]3[CH:26]=[CH:27][C:28]([F:31])=[CH:29][CH:30]=3)[CH:22]=2)[C:17]([OH:32])=[C:16]([C:33]([NH:42][CH2:41][CH2:39][OH:40])=[O:34])[C:15]1=[O:38]. Reported procedure: A solution of ethyl 1-[2-(1,3-dioxo-1,3-dihydro-2H-isoindol-2-yl)ethyl]-7-[(4-fluorophenyl)methyl]-4-hydroxy-2-oxo-1,2-dihydro-1,5-naphthyridine-3-carboxylate (0.035 g, 0.068 mmol) in EtOH (3 mL) under nitrogen was treated with Ethanolamine (8 mg, 0.13 mmol) for 2 h@150° C. in a microwave vessel. The reaction was then cooled to ambient temperature and the resulting suspension was filtered, washed with EtOH and Et2O and thoroughly dried under high vacuum to provide the title compound as an orange... Reactants: O=C1CCCC(=O)O1, C1CCOC1, Oc1cc(Cl)ccc1Oc1ccc(Cl)cc1Cl. Product: O=C(O)CCCC(=O)Oc1cc(Cl)ccc1Oc1ccc(Cl)cc1Cl. As a reaction SMILES: [C:18]1(=[O:25])[CH2:19][CH2:20][CH2:21][C:22](=[O:23])[O:24]1.[O:26]1[CH2:27][CH2:28][CH2:29][CH2:30]1.[OH:1][c:2]1[cH:3][c:4]([Cl:5])[cH:6][cH:7][c:8]1[O:9][c:10]1[cH:11][cH:12][c:13]([Cl:14])[cH:15][c:16]1[Cl:17]>>[O:1]([c:2]1[cH:3][c:4]([Cl:5])[cH:6][cH:7][c:8]1[O:9][c:10]1[cH:11][cH:12][c:13]([Cl:14])[cH:15][c:16]1[Cl:17])[C:18]([CH2:19][CH2:20][CH2:21][C:22](=[O:23])[OH:24])=[O:25]. Reactants: CC(=O)O[BH-](OC(C)=O)OC(C)=O, O=C1CCN(Cc2ccccc2)CC1, CC(=O)O, [Na+], C1CCOC1, O, O=C1OC(c2ccccc2)(c2ccccc2)C2CNCCN12. Yields the product O=C1OC(c2ccccc2)(c2ccccc2)C2CN(C3CCN(Cc4ccccc4)CC3)CCN12. RXN SMILES: [C:41]([O:42][BH-:43]([O:44][C:45](=[O:46])[CH3:47])[O:48][C:49](=[O:50])[CH3:51])(=[O:52])[CH3:53].[CH2:27]([c:28]1[cH:29][cH:30][cH:31][cH:32][cH:33]1)[N:34]1[CH2:35][CH2:36][C:37](=[O:40])[CH2:38][CH2:39]1.[CH3:23][C:24](=[O:25])[OH:26].[Na+:54].[O:55]1[CH2:56][CH2:57][CH2:58][CH2:59]1.[OH2:60].[c:1]1([C:7]2([c:17]3[cH:18][cH:19][cH:20][cH:21][cH:22]3)[O:8][C:9](=[O:16])[N:10]3[CH:11]2[CH2:12][NH:13][CH2:14][CH2:15]3)[cH:2][cH:3][cH:4][cH:5][cH:6]1>>[c:1]1([C:7]2([c:17]3[cH:18][cH:19][cH:20][cH:21][cH:22]3)[O:8][C:9](=[O:16])[N:10]3[CH:11]2[CH2:12][N:13]([CH:37]2[CH2:36][CH2:35][N:34]([CH2:27][c:28]4[cH:29][cH:30][cH:31][cH:32][cH:33]4)[CH2:39][CH2:38]2)[CH2:14][CH2:15]3)[cH:2][cH:3][cH:4][cH:5][cH:6]1.